Dataset: the Open Reaction Database (ORD), a public repository of structured organic reaction records. Task: describe an organic reaction: reactants, conditions, products, and yield The reactants are Br, CC(C)CC(NC(=O)OC(C)(C)C)C(=O)Nc1ccc2cc(-c3ccccc3)c(=O)oc2c1, CC(=O)O, CCO. Yields the product Br, CC(C)CC(N)C(=O)Nc1ccc2cc(-c3ccccc3)c(=O)oc2c1. As a reaction SMILES: [BrH:34].[C:1]([O:2][C:3]([CH3:4])([CH3:5])[CH3:6])(=[O:7])[NH:8][CH:9]([CH2:10][CH:11]([CH3:12])[CH3:13])[C:14](=[O:15])[NH:16][c:17]1[cH:18][cH:19][c:20]2[cH:21][c:22](-[c:28]3[cH:29][cH:30][cH:31][cH:32][cH:33]3)[c:23](=[O:27])[o:24][c:25]2[cH:26]1.[CH3:35][C:36](=[O:37])[OH:38].[CH3:39][CH2:40][OH:41]>>[BrH:34].[NH2:8][CH:9]([CH2:10][CH:11]([CH3:12])[CH3:13])[C:14](=[O:15])[NH:16][c:17]1[cH:18][cH:19][c:20]2[cH:21][c:22](-[c:28]3[cH:29][cH:30][cH:31][cH:32][cH:33]3)[c:23](=[O:27])[o:24][c:25]2[cH:26]1. The reactants are C(#N)C=1C(=C(SC1N1CCOCC1)C(=O)OCC)I (ethyl 4-cyano-3-iodo-5-morpholin-4-ylthiophene-2-carboxylate), BrCCBr (1,2-dibromoethane), Cl[Si](C)(C)C (chlorotrimethylsilane), FC=1C=C(CBr)C=CC1Cl (3-fluoro-4-chlorobenzylbromide), CN(C=O)C (N,N-dimethylformamide), CN(C=O)C (N,N-dimethylformamide). Reagents/catalysts: CC(C)([P](C(C)(C)C)([Pd][P](C(C)(C)C)(C(C)(C)C)C(C)(C)C)C(C)(C)C)C (bis(tri-t-butylphosphine)palladium(0)), [Zn] (zinc). Conditions: time 16 hour. Product: ClC1=C(C=C(CC2=C(SC(=C2C#N)N2CCOCC2)C(=O)OCC)C=C1)F (ethyl 3-(4-chloro-3-fluorobenzyl)-4-cyano-5-morpholin-4-ylthiophene-2-carboxylate). RXN SMILES: CN(C)C=O.BrCCBr.Cl[Si](C)(C)C.[F:15][C:16]1[CH:17]=[C:18]([CH:21]=[CH:22][C:23]=1[Cl:24])[CH2:19]Br.[C:25]([C:27]1[C:28](I)=[C:29]([C:38]([O:40][CH2:41][CH3:42])=[O:39])[S:30][C:31]=1[N:32]1[CH2:37][CH2:36][O:35][CH2:34][CH2:33]1)#[N:26]>[Zn].CC(C)([P](C(C)(C)C)([Pd][P](C(C)(C)C)(C(C)(C)C)C(C)(C)C)C(C)(C)C)C>[Cl:24][C:23]1[CH:22]=[CH:21][C:18]([CH2:19][C:28]2[C:27]([C:25]#[N:26])=[C:31]([N:32]3[CH2:37][CH2:36][O:35][CH2:34][CH2:33]3)[S:30][C:29]=2[C:38]([O:40][CH2:41][CH3:42])=[O:39])=[CH:17][C:16]=1[F:15] |^1:47,53|. Procedure: In a flame-dried scintillation vial, to a suspension of zinc (0.0998 g, 1.53 mmol) in N,N-dimethylformamide (1.36 mL, 17.6 mmol) were added 1,2-dibromoethane (0.003279 mL, 0.03805 mmol) and chlorotrimethylsilane (0.004830 mL, 0.03805 mmol). Stirred at room temperature for 15 min, at which point a solution of 3-fluoro-4-chlorobenzylbromide (0.341 g, 1.53 mmol) in N,N-dimethylformamide (1.36 mL, 17.6 mmol) was added. The resulting suspension was stirred at room temperature for 16 hours. A scintill... Starting materials: NC1=CC(CC(C1)C1=C(C=CC=C1)Cl)=O (1-amino-5-(2-chlorophenyl)cyclohexen-3-one), C(CC(=O)C)(=O)OC (methyl acetoacetate), C(CC(=O)C)(=O)OC (methyl acetoacetate). Conditions: temperature 170 celsius, time 2.5 hour. Yields the product ClC1=C(C=CC=C1)C1CC(C=2C(=CC(NC2C1)=O)C)=O (7-(2-chlorophenyl)-4-methyl-1,2,5,6,7,8-hexahydroquinoline-2,5-dione). The yield is 4.9%. As a reaction SMILES: [NH2:1][C:2]1[CH2:7][CH:6]([C:8]2[CH:13]=[CH:12][CH:11]=[CH:10][C:9]=2[Cl:14])[CH2:5][C:4](=[O:15])[CH:3]=1.[C:16](OC)(=[O:21])[CH2:17][C:18]([CH3:20])=O>>[Cl:14][C:9]1[CH:10]=[CH:11][CH:12]=[CH:13][C:8]=1[CH:6]1[CH2:7][C:2]2[NH:1][C:16](=[O:21])[CH:17]=[C:18]([CH3:20])[C:3]=2[C:4](=[O:15])[CH2:5]1. Reported procedure: A mixture of 1-amino-5-(2-chlorophenyl)cyclohexen-3-one (6.66 g) and methyl acetoacetate (5.8 g) was stirred at 170° C. for 2.5 hours, and to the mixture was added methyl acetoacetate (3 g). The mixture was stirred for 1.5 hours and cooled, and precipitated crystals were filtered and washed with ethanol to give 7-(2-chlorophenyl)-4-methyl-1,2,5,6,7,8-hexahydroquinoline-2,5-dione (0.42 g) as pale yellow crystals. The reactants are NC1=C(C(=NC(=N1)C1=C(C(=C(C=C1)Cl)OC)F)C(=O)O)C=C (6-Amino-2-(4-chloro-2-fluoro-3-methoxyphenyl)-5-vinylpyrimidine-4-carboxylic acid), C([O-])([O-])=O.[Li+].[Li+] (lithium carbonate), B2, BrCC1=CC=CC=C1 ((bromomethyl)benzene). The solvent is CN(C)C=O (DMF). Reaction conditions: temperature 60 celsius. The product is NC1=C(C(=NC(=N1)C1=C(C(=C(C=C1)Cl)OC)F)C(=O)OCC1=CC=CC=C1)C=C (benzyl 6-amino-2-(4-chloro-2-fluoro-3-methoxyphenyl)-5-vinylpyrimidine-4-carboxylate). The yield is 80.0%. Reaction SMILES: [NH2:1][C:2]1[N:7]=[C:6]([C:8]2[CH:13]=[CH:12][C:11]([Cl:14])=[C:10]([O:15][CH3:16])[C:9]=2[F:17])[N:5]=[C:4]([C:18]([OH:20])=[O:19])[C:3]=1[CH:21]=[CH2:22].Br[CH2:24][C:25]1[CH:30]=[CH:29][CH:28]=[CH:27][CH:26]=1.C(=O)([O-])[O-].[Li+].[Li+]>CN(C=O)C>[NH2:1][C:2]1[N:7]=[C:6]([C:8]2[CH:13]=[CH:12][C:11]([Cl:14])=[C:10]([O:15][CH3:16])[C:9]=2[F:17])[N:5]=[C:4]([C:18]([O:20][CH2:24][C:25]2[CH:30]=[CH:29][CH:28]=[CH:27][CH:26]=2)=[O:19])[C:3]=1[CH:21]=[CH2:22] |f:2.3.4|. Procedure details: 6-Amino-2-(4-chloro-2-fluoro-3-methoxyphenyl)-5-vinylpyrimidine-4-carboxylic acid (prepared by the methods described in U.S. Pat. No. 7,786,044 B2; 0.150 g, 0.463 mmol), (bromomethyl)benzene (0.103 g, 0.602 mmol), and lithium carbonate (Li2CO3; 0.044 g, 0.602 mmol) were combined in DMF (1.5 mL) and heated at 60° C. overnight. The cooled reaction mixture was concentrated and then partitioned between EtOAc and water. The organic phase was dried, concentrated and purified by column chromatography (... Reactants: C1CCOC1, Cn1nc(C(F)(F)F)cc1NC(=O)Oc1ccccc1, COCCOc1cc2ncnc(Oc3cccc(N)c3)c2cc1OC, CCN(C(C)C)C(C)C. Product: COCCOc1cc2ncnc(Oc3cccc(NC(=O)Nc4cc(C(F)(F)F)nn4C)c3)c2cc1OC. Reaction SMILES: [CH2:55]1[O:56][CH2:57][CH2:58][CH2:59]1.[CH3:1][n:2]1[n:3][c:4]([C:17]([F:18])([F:19])[F:20])[cH:5][c:6]1[NH:7][C:8]([O:9][c:10]1[cH:11][cH:12][cH:13][cH:14][cH:15]1)=[O:16].[CH3:21][O:22][c:23]1[cH:24][c:25]2[c:26]([O:38][c:39]3[cH:40][c:41]([NH2:42])[cH:43][cH:44][cH:45]3)[n:27][cH:28][n:29][c:30]2[cH:31][c:32]1[O:33][CH2:34][CH2:35][O:36][CH3:37].[CH:46]([N:47]([CH2:48][CH3:49])[CH:50]([CH3:51])[CH3:52])([CH3:53])[CH3:54]>>[CH3:1][n:2]1[n:3][c:4]([C:17]([F:18])([F:19])[F:20])[cH:5][c:6]1[NH:7][C:8](=[O:16])[NH:42][c:41]1[cH:40][c:39]([O:38][c:26]2[c:25]3[cH:24][c:23]([O:22][CH3:21])[c:32]([O:33][CH2:34][CH2:35][O:36][CH3:37])[cH:31][c:30]3[n:29][cH:28][n:27]2)[cH:45][cH:44][cH:43]1. Reactants: CNC1=CC=CC=C1 (N-methylaniline), ClC1=NC(=NC(=C1)Cl)N (4,6-dichloro-2-pyrimidinamine), Cl (HCl). Run in O1CCOCC1 (1,4-dioxane). Yields the product ClC1=CC(=NC(=N1)N)N(C1=CC=CC=C1)C (6-Chloro-N4-methyl-N4-phenyl-2,4-pyrimidinediamine). Reaction SMILES: [CH3:1][NH:2][C:3]1[CH:8]=[CH:7][CH:6]=[CH:5][CH:4]=1.Cl[C:10]1[CH:15]=[C:14]([Cl:16])[N:13]=[C:12]([NH2:17])[N:11]=1.Cl>O1CCOCC1>[Cl:16][C:14]1[N:13]=[C:12]([NH2:17])[N:11]=[C:10]([N:2]([CH3:1])[C:3]2[CH:8]=[CH:7][CH:6]=[CH:5][CH:4]=2)[CH:15]=1. Reported procedure: A 20-mL screw-cap vial was charged with N-methylaniline (0.653 g, 6.1 mmol), 4,6-dichloro-2-pyrimidinamine (1 g, 6.1 mmol), 1,4-dioxane (5 mL), and HCl (0.152 mL, 0.61 mmol, 4M in 1,4-dioxane). The vial was capped and stirred at reflux overnight. At this time, LCMS analysis indicated good conversion to the desired product, so the reaction mixture was poured into 1:1 NaHCO3 (sat) and water (20 mL) and extracted with EtOAc (3×50 mL). The combined organics were dried (Na2SO4) and concentrated. The ... Reactants: CC(=O)O, O=C(O)CCc1ccc(C(O)(C(F)(F)F)C(F)(F)F)cc1S(=O)(=O)Cl, [Zn]. The product is O=C(O)CCc1ccc(C(O)(C(F)(F)F)C(F)(F)F)cc1S. As a reaction SMILES: [CH3:26][C:27](=[O:28])[OH:29].[Cl:1][S:2](=[O:3])(=[O:4])[c:5]1[c:6]([CH2:21][CH2:22][C:23](=[O:24])[OH:25])[cH:7][cH:8][c:9]([C:11]([C:12]([F:13])([F:14])[F:15])([C:16]([F:17])([F:18])[F:19])[OH:20])[cH:10]1.[Zn:30]>>[SH:2][c:5]1[c:6]([CH2:21][CH2:22][C:23](=[O:24])[OH:25])[cH:7][cH:8][c:9]([C:11]([C:12]([F:13])([F:14])[F:15])([C:16]([F:17])([F:18])[F:19])[OH:20])[cH:10]1. The reactants are CC1=C2C(=NC=3C=CC=CC13)CCNCC2 (1,2,4,5-tetrahydro-11-methyl-3H-azepino[4,5-b]quinoline), C(CCCCC)(=O)Cl (caproyl chloride). Run in N1=CC=CC=C1 (pyridine). The product is C(CCCCC)(=O)N1CCC2=NC=3C=CC=CC3C(=C2CC1)C (3-Caproyl-1,2,4,5-tetrahydro-11-methyl-3H-azepino[4,5-b]quinoline). The yield is 82.0%. RXN SMILES: [CH3:1][C:2]1[C:11]2[CH:10]=[CH:9][CH:8]=[CH:7][C:6]=2[N:5]=[C:4]2[CH2:12][CH2:13][NH:14][CH2:15][CH2:16][C:3]=12.[C:17](Cl)(=[O:23])[CH2:18][CH2:19][CH2:20][CH2:21][CH3:22]>N1C=CC=CC=1>[C:17]([N:14]1[CH2:15][CH2:16][C:3]2[C:4](=[N:5][C:6]3[CH:7]=[CH:8][CH:9]=[CH:10][C:11]=3[C:2]=2[CH3:1])[CH2:12][CH2:13]1)(=[O:23])[CH2:18][CH2:19][CH2:20][CH2:21][CH3:22]. Procedure details: 3-Caproyl-1,2,4,5-tetrahydro-11-methyl-3H-azepino[4,5-b]quinoline was prepared by acylation of 1,2,4,5-tetrahydro-11-methyl-3H-azepino[4,5-b]quinoline with caproyl chloride in pyridine. Reactants: BrCc1ccccc1, [Li]CCCC, COc1ccc2c(c1)C(=O)CCC2, CN(C)P(=O)(N(C)C)N(C)C, CC(C)[N-]C(C)C, CC(C)NC(C)C, [Cl-], [Cl-], [Li+], [NH4+], [Na+], C1CCOC1. Product: COc1ccc2c(c1)C(=O)C(Cc1ccccc1)CC2. RXN SMILES: [Br:34][CH2:35][c:36]1[cH:37][cH:38][cH:39][cH:40][cH:41]1.[CH2:16]([Li:17])[CH2:18][CH2:19][CH3:20].[CH3:21][O:22][c:23]1[cH:24][cH:25][c:26]2[c:31]([cH:32]1)[C:30](=[O:33])[CH2:29][CH2:28][CH2:27]2.[CH3:42][N:43]([P:44]([N:45]([CH3:46])[CH3:47])([N:48]([CH3:49])[CH3:50])=[O:51])[CH3:52].[CH:1]([N-:2][CH:3]([CH3:4])[CH3:5])([CH3:6])[CH3:7].[CH:9]([NH:10][CH:11]([CH3:12])[CH3:13])([CH3:14])[CH3:15].[Cl-:53].[Cl-:55].[Li+:8].[NH4+:54].[Na+:56].[O:57]1[CH2:58][CH2:59][CH2:60][CH2:61]1>>[CH3:21][O:22][c:23]1[cH:24][cH:25][c:26]2[c:31]([cH:32]1)[C:30](=[O:33])[CH:29]([CH2:35][c:36]1[cH:37][cH:38][cH:39][cH:40][cH:41]1)[CH2:28][CH2:27]2.